Dataset: the Open Reaction Database (ORD), a public repository of structured organic reaction records. Task: describe an organic reaction: reactants, conditions, products, and yield Reactants: CC(NC(=O)CCl)(c1cc(Br)ccc1F)C(F)(F)CO, CC(C)(C)O, CC(C)(C)[O-], [K+]. Product: CC1(c2cc(Br)ccc2F)NC(=O)COCC1(F)F. RXN SMILES: [Br:7][c:8]1[cH:9][cH:10][c:11]([F:26])[c:12]([C:14]([CH3:15])([C:16]([CH2:17][OH:18])([F:19])[F:20])[NH:21][C:22]([CH2:23][Cl:24])=[O:25])[cH:13]1.[C:27]([OH:28])([CH3:29])([CH3:30])[CH3:31].[CH3:1][C:2]([CH3:3])([O-:4])[CH3:5].[K+:6]>>[Br:7][c:8]1[cH:9][cH:10][c:11]([F:26])[c:12]([C:14]2([CH3:15])[C:16]([F:19])([F:20])[CH2:17][O:18][CH2:23][C:22](=[O:25])[NH:21]2)[cH:13]1. Reactants: C(C1=CC=CC=C1)OC1=CC=C(C=O)C=C1 (p-benzyloxybenzaldehyde), C(CCC)N (n-butylamine), [N+](=O)([O-])CCC (1-nitro-propane), 5A. Conditions: time 3 hour. Product: C(C1=CC=CC=C1)OC1=CC=C(C=C1)C=C(CC)[N+](=O)[O-] (1-(4-benzyloxyphenyl)-2-nitro-1-butene). RXN SMILES: [CH2:1]([O:8][C:9]1[CH:16]=[CH:15][C:12]([CH:13]=O)=[CH:11][CH:10]=1)[C:2]1[CH:7]=[CH:6][CH:5]=[CH:4][CH:3]=1.C(N)CCC.[N+:22]([CH2:25][CH2:26][CH3:27])([O-:24])=[O:23]>>[CH2:1]([O:8][C:9]1[CH:16]=[CH:15][C:12]([CH:13]=[C:25]([N+:22]([O-:24])=[O:23])[CH2:26][CH3:27])=[CH:11][CH:10]=1)[C:2]1[CH:7]=[CH:6][CH:5]=[CH:4][CH:3]=1. Procedure: The starting material is prepared as follows: The mixture of 80 g of p-benzyloxybenzaldehyde, 100 ml of 1-nitro-propane and 5 ml of n-butylamine is placed in a reflux extractor filled with molecular sieves (type 5A), and refluxed for four hours. It is evaporated, the residue dissolved in diethyl ether containing some ethyl acetate and the solution stirred vigorously with a saturated sodium bisulphite solution for three hours. The inorganic layer is washed with ethyl acetate and the combined orga... Reactants: ClC=1C=CC(=C(C1)N1CCC(CC1)C)[N+](=O)[O-] (1-(5-chloro-2-nitro-phenyl)-4-methyl-piperidine), N1CCOCC1 (morpholine). Product: CC1CCN(CC1)C=1C=C(C=CC1[N+](=O)[O-])N1CCOCC1 (4-[3-(4-Methyl-piperidin-1-yl)-4-nitro-phenyl]-morpholine). Yield: 99.9%. As a reaction SMILES: Cl[C:2]1[CH:3]=[CH:4][C:5]([N+:15]([O-:17])=[O:16])=[C:6]([N:8]2[CH2:13][CH2:12][CH:11]([CH3:14])[CH2:10][CH2:9]2)[CH:7]=1.[NH:18]1[CH2:23][CH2:22][O:21][CH2:20][CH2:19]1>>[CH3:14][CH:11]1[CH2:12][CH2:13][N:8]([C:6]2[CH:7]=[C:2]([N:18]3[CH2:23][CH2:22][O:21][CH2:20][CH2:19]3)[CH:3]=[CH:4][C:5]=2[N+:15]([O-:17])=[O:16])[CH2:9][CH2:10]1. Reported procedure: The procedure of Example 4, step (b) was followed using 304 mg (1.19 mmol) of 1-(5-chloro-2-nitro-phenyl)-4-methyl-piperidine (as prepared in the previous step) and 519 μL (5.95 mmol) of morpholine to afford 363 mg (106%) of the title compound as a yellow resin: Mass spectrum (ESI, m/z): Calcd. for C16H23N3O3, 306.2 (M+H), found 306.1. Reactants: C(C)OC(C(CC1=C(C=C(C=C1)O)C)OCC)=O ([rac]-2-ethoxy-3-(4-hydroxy-2-methyl-phenyl)-propionic acid ethyl ester), C([O-])([O-])=O.[Cs+].[Cs+] (cesium carbonate), ClCC=1N=C(SC1)C1=CC=C(C=C1)C(C)C (4-chloromethyl-2-(4-isopropyl-phenyl)-thiazole), C(C)(C)C1=CC=C(C(=S)N)C=C1 (4-isopropyl-thiobenzamide), ClCC(=O)CCl (1,3-dichloroacetone), [I-].[K+] (potassium iodide). Yields the product C(C)OC(C(CC1=C(C=C(C=C1)OCC=1N=C(SC1)C1=CC=C(C=C1)C(C)C)C)OCC)=O ([rac]-2-ethoxy-3-{4-[2-(4-isopropyl-phenyl)-thiazol-4-ylmethoxy]-2-methyl-phenyl}-propionic acid ethyl ester). RXN SMILES: [CH2:1]([O:3][C:4](=[O:18])[CH:5]([O:15][CH2:16][CH3:17])[CH2:6][C:7]1[CH:12]=[CH:11][C:10]([OH:13])=[CH:9][C:8]=1[CH3:14])[CH3:2].Cl[CH2:20][C:21]1[N:22]=[C:23]([C:26]2[CH:31]=[CH:30][C:29]([CH:32]([CH3:34])[CH3:33])=[CH:28][CH:27]=2)[S:24][CH:25]=1.C(C1C=CC(C(N)=S)=CC=1)(C)C.ClCC(CCl)=O.C(=O)([O-])[O-].[Cs+].[Cs+].[I-].[K+]>>[CH2:1]([O:3][C:4](=[O:18])[CH:5]([O:15][CH2:16][CH3:17])[CH2:6][C:7]1[CH:12]=[CH:11][C:10]([O:13][CH2:20][C:21]2[N:22]=[C:23]([C:26]3[CH:31]=[CH:30][C:29]([CH:32]([CH3:34])[CH3:33])=[CH:28][CH:27]=3)[S:24][CH:25]=2)=[CH:9][C:8]=1[CH3:14])[CH3:2] |f:4.5.6,7.8|. Procedure details: In analogy to the procedure described in example 14 b], [rac]-2-ethoxy-3-(4-hydroxy-2-methyl-phenyl)-propionic acid ethyl ester (example 10 b]) was reacted with 4-chloromethyl-2-(4-isopropyl-phenyl)-thiazole (prepared from 4-isopropyl-thiobenzamide and 1,3-dichloroacetone in analogy to the procedure described in example 4 a]) in the presence of cesium carbonate and potassium iodide to yield [rac]-2-ethoxy-3-{4-[2-(4-isopropyl-phenyl)-thiazol-4-ylmethoxy]-2-methyl-phenyl}-propionic acid ethyl est...